From a dataset of the Open Reaction Database (ORD), a public repository of structured organic reaction records. describe an organic reaction: reactants, conditions, products, and yield The reactants are CCCCc1nc(C2CC2)c(Br)c(=O)n1Cc1ccc(-c2ccccc2C#N)cc1, CC(C)(CO[Si](C)(C)C(C)(C)C)Oc1ccc(B(O)O)cc1, O=C([O-])[O-], C1COCCO1, CCOC(C)=O, [Cs+], [Cs+]. The product is CCCCc1nc(C2CC2)c(-c2ccc(OC(C)(C)CO[Si](C)(C)C(C)(C)C)cc2)c(=O)n1Cc1ccc(-c2ccccc2C#N)cc1. RXN SMILES: [Br:1][c:2]1[c:3]([CH:28]2[CH2:29][CH2:30]2)[n:4][c:5]([CH2:24][CH2:25][CH2:26][CH3:27])[n:6]([CH2:9][c:10]2[cH:11][cH:12][c:13](-[c:16]3[c:17]([C:22]#[N:23])[cH:18][cH:19][cH:20][cH:21]3)[cH:14][cH:15]2)[c:7]1=[O:8].[C:31]([CH3:32])([CH3:33])([CH3:34])[Si:35]([O:36][CH2:37][C:38]([O:39][c:40]1[cH:41][cH:42][c:43]([B:46]([OH:47])[OH:48])[cH:44][cH:45]1)([CH3:49])[CH3:50])([CH3:51])[CH3:52].[C:53](=[O:54])([O-:55])[O-:56].[CH2:59]1[O:60][CH2:61][CH2:62][O:63][CH2:64]1.[CH3:65][CH2:66][O:67][C:68](=[O:69])[CH3:70].[Cs+:57].[Cs+:58]>>[c:2]1(-[c:43]2[cH:42][cH:41][c:40]([O:39][C:38]([CH2:37][O:36][Si:35]([C:31]([CH3:32])([CH3:33])[CH3:34])([CH3:51])[CH3:52])([CH3:49])[CH3:50])[cH:45][cH:44]2)[c:3]([CH:28]2[CH2:29][CH2:30]2)[n:4][c:5]([CH2:24][CH2:25][CH2:26][CH3:27])[n:6]([CH2:9][c:10]2[cH:11][cH:12][c:13](-[c:16]3[c:17]([C:22]#[N:23])[cH:18][cH:19][cH:20][cH:21]3)[cH:14][cH:15]2)[c:7]1=[O:8]. Reactants: (4S,5R)-5-[3,5-bis(trifluoromethyl)phenyl]-3-{[2-ethyl-6-(4-fluoro-5-isopropyl-2-methoxyphenyl)-2,3-dihydro-1H-isoindol-5-yl]methyl}-4-methyl-4-methyl-1,3-oxazolidin-2-one, FC(C=1C=C(C=C(C1)C(F)(F)F)[C@@H]1[C@@H](N(C(O1)=O)CC=1C=C2CNCC2=CC1C1=C(C=C(C(=C1)C(C)C)F)OC)C)(F)F ((4S,5R)-5-[3,5-bis(trifluoromethyl)phenyl]-3-{[6-(4-fluoro-5-isopropyl-2-methoxyphenyl)-2,3-dihydro-1H-isoindol-5-yl]methyl}-4-methyl-1,3-oxazolidin-2-one), C(C)=O (acetaldehyde). Product: FC(C=1C=C(C=C(C1)C(F)(F)F)[C@@H]1[C@@H](N(C(O1)=O)CC=1C=C2CN(CC2=CC1C1=C(C=C(C(=C1)C(C)C)F)OC)CC)C)(F)F ((4S,5R)-5-[3,5-Bis(trifluoromethyl)phenyl]-3-{[2-ethyl-6-(4-fluoro-5-isopropyl-2-methoxyphenyl)-2,3-dihydro-1H-isoindol-5-yl]methyl}-4-methyl-1,3-oxazolidin-2-one). Reaction SMILES: [F:1][C:2]([F:43])([F:42])[C:3]1[CH:4]=[C:5]([C@H:13]2[O:17][C:16](=[O:18])[N:15]([CH2:19][C:20]3[CH:21]=[C:22]4[C:26](=[CH:27][C:28]=3[C:29]3[CH:34]=[C:33]([CH:35]([CH3:37])[CH3:36])[C:32]([F:38])=[CH:31][C:30]=3[O:39][CH3:40])[CH2:25][NH:24][CH2:23]4)[C@H:14]2[CH3:41])[CH:6]=[C:7]([C:9]([F:12])([F:11])[F:10])[CH:8]=1.[CH:44](=O)[CH3:45]>>[F:12][C:9]([F:10])([F:11])[C:7]1[CH:6]=[C:5]([C@H:13]2[O:17][C:16](=[O:18])[N:15]([CH2:19][C:20]3[CH:21]=[C:22]4[C:26](=[CH:27][C:28]=3[C:29]3[CH:34]=[C:33]([CH:35]([CH3:36])[CH3:37])[C:32]([F:38])=[CH:31][C:30]=3[O:39][CH3:40])[CH2:25][N:24]([CH2:44][CH3:45])[CH2:23]4)[C@H:14]2[CH3:41])[CH:4]=[C:3]([C:2]([F:1])([F:42])[F:43])[CH:8]=1. Procedure: Following the procedure described for EXAMPLE 92, (4S,5R)-5-[3,5-bis(trifluoromethyl)phenyl]-3-{[2-ethyl-6-(4-fluoro-5-isopropyl-2-methoxyphenyl)-2,3-dihydro-1H-isoindol-5-yl]methyl}-4-methyl-4-methyl-1,3-oxazolidin-2-one was synthesized from (4S,5R)-5-[3,5-bis(trifluoromethyl)phenyl]-3-{[6-(4-fluoro-5-isopropyl-2-methoxyphenyl)-2,3-dihydro-1H-isoindol-5-yl]methyl}-4-methyl-1,3-oxazolidin-2-one and acetaldehyde. LCMS calc.=639.2; found 638.9 (M+H)+. Reactants: O.O.O.[F-].C(CCC)[N+](CCCC)(CCCC)CCCC (Tetrabutylammonium fluoride trihydrate), C(C)(=O)O (acetic acid), C(C)(C)(C)OC(=O)NC1=CC=C(C=N1)CC(C(=O)OC(C)(C)C)C(CCC1=CC(=CC=C1)O[Si](C)(C)C(C)(C)C)SCC1=CC=C(C=C1)OC (tert-butyl 2-({6-[(tert-butoxycarbonyl)amino]pyridin-3-yl}methyl)-5-(3-{[tert-butyl(dimethyl)silyl]oxy}phenyl)-3-[(4-methoxybenzyl)thio]pentanoate), C(C)(C)(C)[Si](C)(C)OC1=CC(=CC=C1)I (tert-butyl(3-iodophenoxy)dimethylsilane). Solvent: C1CCOC1 (THF), CCOC(=O)C (EtOAc). Run at time 12 hour. The product is C(C)(C)(C)OC(=O)NC1=CC=C(C=N1)CC(C(=O)OC(C)(C)C)C(CCC1=CC(=CC=C1)O)SCC1=CC=C(C=C1)OC (tert-butyl 2-({6-[(tert-butoxycarbonyl)amino]pyridin-3-yl}methyl)-5-(3-hydroxyphenyl)-3-[(4-methoxybenzyl)thio]pentanoate). Isolated yield 98.0%. As a reaction SMILES: C(O)(=O)C.[C:5]([O:9][C:10]([NH:12][C:13]1[N:18]=[CH:17][C:16]([CH2:19][CH:20]([CH:28]([S:45][CH2:46][C:47]2[CH:52]=[CH:51][C:50]([O:53][CH3:54])=[CH:49][CH:48]=2)[CH2:29][CH2:30][C:31]2[CH:36]=[CH:35][CH:34]=[C:33]([O:37][Si](C(C)(C)C)(C)C)[CH:32]=2)[C:21]([O:23][C:24]([CH3:27])([CH3:26])[CH3:25])=[O:22])=[CH:15][CH:14]=1)=[O:11])([CH3:8])([CH3:7])[CH3:6].C([Si](OC1C=CC=C(I)C=1)(C)C)(C)(C)C.O.O.O.[F-].C([N+](CCCC)(CCCC)CCCC)CCC>C1COCC1.CCOC(C)=O>[C:5]([O:9][C:10]([NH:12][C:13]1[N:18]=[CH:17][C:16]([CH2:19][CH:20]([CH:28]([S:45][CH2:46][C:47]2[CH:52]=[CH:51][C:50]([O:53][CH3:54])=[CH:49][CH:48]=2)[CH2:29][CH2:30][C:31]2[CH:36]=[CH:35][CH:34]=[C:33]([OH:37])[CH:32]=2)[C:21]([O:23][C:24]([CH3:25])([CH3:26])[CH3:27])=[O:22])=[CH:15][CH:14]=1)=[O:11])([CH3:6])([CH3:7])[CH3:8] |f:3.4.5.6.7|. Procedure: Glacial acetic acid (190 μL, 3.3 mmoL) was added to a solution of tert-butyl 2-({6-[(tert-butoxycarbonyl)amino]pyridin-3-yl}methyl)-5-(3-{[tert-butyl(dimethyl)silyl]oxy}phenyl)-3-[(4-methoxybenzyl)thio]pentanoate (800 mg, 0.89 mmol, synthesised according to the procedure for Example 1, starting from tert-butyl(3-iodophenoxy)dimethylsilane) in dry THF (10 mL). Tetrabutylammonium fluoride trihydrate (489 mg, 1.5 mmol) was added and the mixture was stirred for 12 h at room temperature. EtOAc (150 m... As a reaction SMILES: [C:27](=[O:28])([O-:29])[O-:30].[CH3:34][S:35](=[O:36])[CH3:37].[Cl:17][c:18]1[n:19][cH:20][c:21]([N+:24](=[O:25])[O-:26])[cH:22][cH:23]1.[Cs+:31].[Cs+:32].[F:1][c:2]1[cH:3][c:4]([NH:9][C:10]([O:11][C:12]([CH3:13])([CH3:14])[CH3:15])=[O:16])[cH:5][cH:6][c:7]1[OH:8].[OH2:33]>>[F:1][c:2]1[cH:3][c:4]([NH:9][C:10]([O:11][C:12]([CH3:13])([CH3:14])[CH3:15])=[O:16])[cH:5][cH:6][c:7]1[O:8][c:18]1[n:19][cH:20][c:21]([N+:24](=[O:25])[O-:26])[cH:22][cH:23]1. Yields the product CC(C)(C)OC(=O)Nc1ccc(Oc2ccc([N+](=O)[O-])cn2)c(F)c1. Reactants: O=C([O-])[O-], CS(C)=O, O=[N+]([O-])c1ccc(Cl)nc1, [Cs+], [Cs+], CC(C)(C)OC(=O)Nc1ccc(O)c(F)c1, O. Procedure details: A 25 mL flask was charged with tert-butyl 3-methyl-4-(2-(3-phenoxy-5-(pyridin-2-ylthio)pyridin-2-ylamino)thiazol-4-yl)piperidine-1-carboxylate (0.296 g, 0.514 mmol), CH2Cl2 (3 mL) and MeOH (3 mL). 4N HCl in dioxane (6 mL) was added and the reaction was stirred for 1 hour and then concentrated. The crude material was dissolved in CH2Cl2 and washed with saturated aqueous sodium bicarbonate. The organic layer was dried over sodium sulfate, filtered and concentrated to afford N-(4-(3-methylpiperidin... Isolated yield 82.6%. As a reaction SMILES: [CH3:1][CH:2]1[CH:7]([C:8]2[N:9]=[C:10]([NH:13][C:14]3[C:19]([O:20][C:21]4[CH:26]=[CH:25][CH:24]=[CH:23][CH:22]=4)=[CH:18][C:17]([S:27][C:28]4[CH:33]=[CH:32][CH:31]=[CH:30][N:29]=4)=[CH:16][N:15]=3)[S:11][CH:12]=2)[CH2:6][CH2:5][N:4](C(OC(C)(C)C)=O)[CH2:3]1.C(Cl)Cl.CO.Cl>O1CCOCC1>[CH3:1][CH:2]1[CH:7]([C:8]2[N:9]=[C:10]([NH:13][C:14]3[C:19]([O:20][C:21]4[CH:26]=[CH:25][CH:24]=[CH:23][CH:22]=4)=[CH:18][C:17]([S:27][C:28]4[CH:33]=[CH:32][CH:31]=[CH:30][N:29]=4)=[CH:16][N:15]=3)[S:11][CH:12]=2)[CH2:6][CH2:5][NH:4][CH2:3]1. Starting materials: CC1CN(CCC1C=1N=C(SC1)NC1=NC=C(C=C1OC1=CC=CC=C1)SC1=NC=CC=C1)C(=O)OC(C)(C)C (tert-butyl 3-methyl-4-(2-(3-phenoxy-5-(pyridin-2-ylthio)pyridin-2-ylamino)thiazol-4-yl)piperidine-1-carboxylate), C(Cl)Cl (CH2Cl2), CO (MeOH), Cl (HCl). Run at time 1 hour. The solvent is O1CCOCC1 (dioxane). Yields the product CC1CNCCC1C=1N=C(SC1)NC1=NC=C(C=C1OC1=CC=CC=C1)SC1=NC=CC=C1 (N-(4-(3-methylpiperidin-4-yl)thiazol-2-yl)-3-phenoxy-5-(pyridin-2-ylthio)pyridin-2-amine).